Task: describe an organic reaction: reactants, conditions, products, and yield. Dataset: the Open Reaction Database (ORD), a public repository of structured organic reaction records Yields the product Compound 38, C(C1=CC=CC=C1)[C@@H]1C[C@H](N(C1)C(COCCCC)=O)C(=O)NC1=CC=C(C=C1)OC1=CC=C(C=C1)F ((2S,4R)-4-benzyl-1-(2-butoxyacetyl)-N-(4-(4-fluorophenoxy)phenyl)pyrrolidine-2-carboxamide). Procedure: Proceeding as in Example 1, but substituting 2-butoxyacetic acid hydrochloride and (2S,4R)-4-benzyl-N-(4-(4-fluorophenoxy)phenyl)pyrrolidine-2-carboxamide, gave Compound 38, (2S,4R)-4-benzyl-1-(2-butoxyacetyl)-N-(4-(4-fluorophenoxy)phenyl)pyrrolidine-2-carboxamide (9.1 mg, 30.1%). 1H-NMR (400 MHz, DMSO-D6): σ 9.95 (s, 1H), 7.56 (m, 2H), 7.27 (m, 2H), 7.19 (m, 5H), 6.96 (m, 4H), 4.47 (t, 1H), 4.03 (t, 1H), 3.60 (m, 1H), 3.42 (m, 2H), 3.29 (m, 2H), 2.65 (m, 3H), 1.89 (m, 2H), 1.35 (m, 4H), 0.85 (t... Starting materials: Cl.C(CCC)OCC(=O)O (2-butoxyacetic acid hydrochloride), C(C1=CC=CC=C1)[C@@H]1C[C@H](NC1)C(=O)NC1=CC=C(C=C1)OC1=CC=C(C=C1)F ((2S,4R)-4-benzyl-N-(4-(4-fluorophenoxy)phenyl)pyrrolidine-2-carboxamide). Reaction SMILES: Cl.[CH2:2]([O:6][CH2:7][C:8]([OH:10])=O)[CH2:3][CH2:4][CH3:5].[CH2:11]([C@H:18]1[CH2:22][NH:21][C@H:20]([C:23]([NH:25][C:26]2[CH:31]=[CH:30][C:29]([O:32][C:33]3[CH:38]=[CH:37][C:36]([F:39])=[CH:35][CH:34]=3)=[CH:28][CH:27]=2)=[O:24])[CH2:19]1)[C:12]1[CH:17]=[CH:16][CH:15]=[CH:14][CH:13]=1>>[CH2:11]([C@H:18]1[CH2:22][N:21]([C:8](=[O:10])[CH2:7][O:6][CH2:2][CH2:3][CH2:4][CH3:5])[C@H:20]([C:23]([NH:25][C:26]2[CH:31]=[CH:30][C:29]([O:32][C:33]3[CH:34]=[CH:35][C:36]([F:39])=[CH:37][CH:38]=3)=[CH:28][CH:27]=2)=[O:24])[CH2:19]1)[C:12]1[CH:13]=[CH:14][CH:15]=[CH:16][CH:17]=1 |f:0.1|. The yield is 30.1%. Starting materials: OP(=O)(CCCCC1=CC=CC=C1)CC(=O)O ([hydroxy(4-phenylbutyl)phosphinyl]acetic acid), ClC(C(=O)OCC)OC(C(C)(C)C)=O (Ethyl 2-chloro-2-pivaloyloxyacetate), Cl.C1(=CC=CC=C1)C1=NNC(C1)C(=O)OCC1=CC=CC=C1 ((+)-4,5-dihydro-3-phenyl-1H-pyrazole-5-carboxylic acid, phenylmethyl ester, hydrochloride), OP(=O)(CCCCC1=CC=CC=C1)CC(=O)O ([Hydroxy(4-phenylbutyl)phosphinyl]acetic acid), S(=O)(Cl)Cl (Thionyl chloride). Run in CN(C=O)C (dimethylformamide), ClCCl (dichloromethane), ClCCl (dichloromethane), C(C)N(CC)CC (triethylamine). Reaction conditions: time 8 hour. Product: OP(=O)(CCCCC1=CC=CC=C1)CC(=O)N1N=C(CC1C(=O)OCC1=CC=CC=C1)C1=CC=CC=C1 ((+)-4,5-dihydro-1-[[hydroxy(4-phenylbutyl)phosphinyl]acetyl]-3-phenyl-1H-pyrazole-5-carboxylic acid, phenylmethyl ester). RXN SMILES: [OH:1][P:2]([CH2:14][C:15]([OH:17])=O)([CH2:4][CH2:5][CH2:6][CH2:7][C:8]1[CH:13]=[CH:12][CH:11]=[CH:10][CH:9]=1)=[O:3].S(Cl)(Cl)=O.Cl.[C:23]1([C:29]2[CH2:33][CH:32]([C:34]([O:36][CH2:37][C:38]3[CH:43]=[CH:42][CH:41]=[CH:40][CH:39]=3)=[O:35])[NH:31][N:30]=2)[CH:28]=[CH:27][CH:26]=[CH:25][CH:24]=1.ClC(OC(=O)C(C)(C)C)C(OCC)=O>C(N(CC)CC)C.ClCCl.CN(C)C=O>[OH:1][P:2]([CH2:14][C:15]([N:31]1[CH:32]([C:34]([O:36][CH2:37][C:38]2[CH:43]=[CH:42][CH:41]=[CH:40][CH:39]=2)=[O:35])[CH2:33][C:29]([C:23]2[CH:28]=[CH:27][CH:26]=[CH:25][CH:24]=2)=[N:30]1)=[O:17])([CH2:4][CH2:5][CH2:6][CH2:7][C:8]1[CH:9]=[CH:10][CH:11]=[CH:12][CH:13]=1)=[O:3] |f:2.3|. Procedure: A solution of 10 g. of [hydroxy(4-phenylbutyl)phosphinyl]acetic acid, from part (b), in 40 ml. of dry dichloromethane containing 0.2 ml. of dimethylformamide is heated to reflux temperature. Thionyl chloride (5.1 g.) is added dropwise while maintaining the temperature at reflux. After an additional 30 minutes heating, the solution is cooled to 5° and a solution of 11.6 g. of (+)-4,5-dihydro-3-phenyl-1H-pyrazole-5-carboxylic acid, phenylmethyl ester, hydrochloride (1:1), from part (a), in 50 ml. ...